Dataset: the Open Reaction Database (ORD), a public repository of structured organic reaction records. Task: describe an organic reaction: reactants, conditions, products, and yield Reactants: BrN1C(CCC1=O)=O (N-bromosuccinimide), C1(=CC=CC=C1)C=1C2=CC=CC=C2C(=C2C=CC=CC12)C1=CC=CC=2C1=CC=C1C=C3C=CC=CC3=CC21 (4-(9-phenylanthracen-10-yl)benz[a]anthracene), C(C)O (ethanol). The solvent is CN(C)C=O (DMF). Conditions: time 3 hour. Yields the product BrC=1C2=CC=C3C(=C2C=C2C=CC=CC12)C=CC=C3C3=C1C=CC=CC1=C(C1=CC=CC=C31)C3=CC=CC=C3 (7-Bromo-4-(9-phenylanthracen-10-yl)benz[a]anthracene). As a reaction SMILES: [Br:1]N1C(=O)CCC1=O.[C:9]1([C:15]2[C:16]3[C:21]([C:22]([C:29]4[C:34]5=[CH:35][CH:36]=[C:37]6[C:46]([CH:45]=[C:44]7[C:39]([CH:40]=[CH:41][CH:42]=[CH:43]7)=[CH:38]6)=[C:33]5[CH:32]=[CH:31][CH:30]=4)=[C:23]4[C:28]=2[CH:27]=[CH:26][CH:25]=[CH:24]4)=[CH:20][CH:19]=[CH:18][CH:17]=3)[CH:14]=[CH:13][CH:12]=[CH:11][CH:10]=1.C(O)C>CN(C=O)C>[Br:1][C:38]1[C:37]2[C:46]([CH:45]=[C:44]3[C:39]=1[CH:40]=[CH:41][CH:42]=[CH:43]3)=[C:33]1[CH:32]=[CH:31][CH:30]=[C:29]([C:22]3[C:21]4[C:16](=[CH:17][CH:18]=[CH:19][CH:20]=4)[C:15]([C:9]4[CH:10]=[CH:11][CH:12]=[CH:13][CH:14]=4)=[C:28]4[C:23]=3[CH:24]=[CH:25][CH:26]=[CH:27]4)[C:34]1=[CH:35][CH:36]=2. Procedure details: 20 g (116 mmol) of N-bromosuccinimide are added at 100° C. to a suspension of 55 g (116 mmol) of 4-(9-phenylanthracen-10-yl)benz[a]anthracene in 500 ml of DMF. After 3 h, 500 ml of ethanol are added at room temperature, and the solid is filtered off with suction, washed with ethanol and dried. Yield: 63 g (113 mmol), 65%. Reactants: COC(C1=C(C=C(C=C1)C(=CC1CCCC1)C1=CC=2C(=NC=C(C2)C)N1S(=O)(=O)C1=CC=CC=C1)F)=O (4-[1-(1-benzenesulfonyl-5-methyl-1H-pyrrolo[2,3-b]pyridin-2-yl)-2-cyclopentyl-vinyl]-2-fluoro-benzoic acid methyl ester), [F-].C(CCC)[N+](CCCC)(CCCC)CCCC (tetrabutylammonium fluoride), O1CCCC1 (tetrahydrofuran). Solvent: [Cl-].[Na+].O (brine). Yields the product COC(C1=C(C=C(C=C1)C(=CC1CCCC1)C1=CC=2C(=NC=C(C2)C)N1)F)=O (4-[2-cyclopentyl-1-(5-methyl-1H-pyrrolo[2,3-b]pyridin-2-yl)-vinyl]-2-fluoro-benzoic acid methyl ester). The yield is 99.6%. As a reaction SMILES: [CH3:1][O:2][C:3](=[O:37])[C:4]1[CH:9]=[CH:8][C:7]([C:10]([C:17]2[N:26](S(C3C=CC=CC=3)(=O)=O)[C:20]3=[N:21][CH:22]=[C:23]([CH3:25])[CH:24]=[C:19]3[CH:18]=2)=[CH:11][CH:12]2[CH2:16][CH2:15][CH2:14][CH2:13]2)=[CH:6][C:5]=1[F:36].[F-].C([N+](CCCC)(CCCC)CCCC)CCC.O1CCCC1>[Cl-].[Na+].O>[CH3:1][O:2][C:3](=[O:37])[C:4]1[CH:9]=[CH:8][C:7]([C:10]([C:17]2[NH:26][C:20]3=[N:21][CH:22]=[C:23]([CH3:25])[CH:24]=[C:19]3[CH:18]=2)=[CH:11][CH:12]2[CH2:13][CH2:14][CH2:15][CH2:16]2)=[CH:6][C:5]=1[F:36] |f:1.2,4.5.6|. Reported procedure: A mixture of 4-[1-(1-benzenesulfonyl-5-methyl-1H-pyrrolo[2,3-b]pyridin-2-yl)-2-cyclopentyl-vinyl]-2-fluoro-benzoic acid methyl ester (470 mg, 1.99 mmol) and a solution of tetrabutylammonium fluoride in tetrahydrofuran (1 M, 39.8 mL, 39.8 mmol) was stirred for 12 h at room temperature. The mixture was poured into brine (15 mL), extracted with ethyl acetate (2×50 mL), washed with a saturated aqueous ammonium chloride solution (3×30 mL), dried over anhydrous sodium sulfate and then concentrated in ... Starting materials: [N+](=O)([O-])C=1C=C(C=CC1)O (3-nitrophenol), C([O-])([O-])=O.[K+].[K+] (potassium carbonate), [I-].[K+] (potassium iodide), COC1=CC=C(CCl)C=C1 (4-methoxybenzyl chloride). Solvent: CC(=O)C (acetone). The product is COC1=CC=C(C=C1)COC=1C=C(C=CC1)[N+](=O)[O-] (3-[4-methoxy(phenylmethoxy)]nitrobenzene). As a reaction SMILES: [N+:1]([C:4]1[CH:5]=[C:6]([OH:10])[CH:7]=[CH:8][CH:9]=1)([O-:3])=[O:2].C(=O)([O-])[O-].[K+].[K+].[I-].[K+].[CH3:19][O:20][C:21]1[CH:28]=[CH:27][C:24]([CH2:25]Cl)=[CH:23][CH:22]=1>CC(C)=O>[CH3:19][O:20][C:21]1[CH:28]=[CH:27][C:24]([CH2:25][O:10][C:6]2[CH:5]=[C:4]([N+:1]([O-:3])=[O:2])[CH:9]=[CH:8][CH:7]=2)=[CH:23][CH:22]=1 |f:1.2.3,4.5|. Procedure details: A mixture of 3-nitrophenol (18.49 g, 0.133 mol), anhydrous potassium carbonate (19.2 g, 0.139 mol), potassium iodide (21.0 g, 0.127 mol) and 4-methoxybenzyl chloride (19.82 g, 0.127 mol) in acetone (200 ml) was heated under reflux for 48 h. The reactants are CN1C(=O)C(CC=O)c2ccccc21, [Na+], N#C[Na], O, O=S([O-])O. Yields the product CN1C(=O)C(CC(O)C#N)c2ccccc21. Reaction SMILES: [CH:1](=[O:2])[CH2:3][CH:4]1[C:5](=[O:14])[N:6]([CH3:13])[c:7]2[cH:8][cH:9][cH:10][cH:11][c:12]21.[Na+:19].[Na:20][C:21]#[N:22].[OH2:23].[S:15](=[O:16])([OH:17])[O-:18]>>[CH:1]([OH:2])([CH2:3][CH:4]1[C:5](=[O:14])[N:6]([CH3:13])[c:7]2[cH:8][cH:9][cH:10][cH:11][c:12]21)[C:21]#[N:22]. The reactants are COC(=O)C1=Cc2cccc(C(=O)NCCNC(=O)OC(C)(C)C)c2OCC1, C[O-], CCOC(C)=O, CN(C)C=O, CO, Cl, N=C(N)N, [Na+], O. The product is CC(C)(C)OC(=O)NCCNC(=O)c1cccc2c1OCCC(C(=O)NC(=N)N)=C2. RXN SMILES: [C:1]([CH3:2])([CH3:3])([CH3:4])[O:5][C:6](=[O:7])[NH:8][CH2:9][CH2:10][NH:11][C:12](=[O:13])[c:14]1[cH:15][cH:16][cH:17][c:18]2[c:24]1[O:23][CH2:22][CH2:21][C:20]([C:25](=[O:26])[O:27][CH3:28])=[CH:19]2.[CH3:34][O-:35].[CH3:37][CH2:38][O:39][C:40](=[O:41])[CH3:42].[CH3:43][N:44]([CH3:45])[CH:46]=[O:47].[CH3:48][OH:49].[ClH:29].[NH2:30][C:31](=[NH:32])[NH2:33].[Na+:36].[OH2:50]>>[C:1]([CH3:2])([CH3:3])([CH3:4])[O:5][C:6](=[O:7])[NH:8][CH2:9][CH2:10][NH:11][C:12](=[O:13])[c:14]1[cH:15][cH:16][cH:17][c:18]2[c:24]1[O:23][CH2:22][CH2:21][C:20]([C:25](=[O:26])[NH:32][C:31](=[NH:30])[NH2:33])=[CH:19]2.